Dataset: the Open Reaction Database (ORD), a public repository of structured organic reaction records. Task: describe an organic reaction: reactants, conditions, products, and yield The reactants are [Cl-].[NH4+] (ammonium chloride), C(C)(C)(C)OC(=O)N1CCN(CC1)S(=O)(=O)C1=CC=C(C=C1)[N+](=O)[O-] (4-(4-Nitro-benzenesulfonyl)-piperazine-1-carboxylic acid tert-butyl ester), C(C)O (ethanol). The reagents and catalysts are [Fe] (iron). Solvent: O (water). Reaction conditions: temperature 80 celsius. The product is C(C)(C)(C)OC(=O)N1CCN(CC1)S(=O)(=O)C1=CC=C(C=C1)N (4-(4-Amino-benzenesulfonyl)-piperazine-1-carboxylic acid tert-butyl ester). Yield: 16.3%. RXN SMILES: [C:1]([O:5][C:6]([N:8]1[CH2:13][CH2:12][N:11]([S:14]([C:17]2[CH:22]=[CH:21][C:20]([N+:23]([O-])=O)=[CH:19][CH:18]=2)(=[O:16])=[O:15])[CH2:10][CH2:9]1)=[O:7])([CH3:4])([CH3:3])[CH3:2].C(O)C.[Cl-].[NH4+]>[Fe].O>[C:1]([O:5][C:6]([N:8]1[CH2:13][CH2:12][N:11]([S:14]([C:17]2[CH:18]=[CH:19][C:20]([NH2:23])=[CH:21][CH:22]=2)(=[O:16])=[O:15])[CH2:10][CH2:9]1)=[O:7])([CH3:4])([CH3:2])[CH3:3] |f:2.3|. Procedure: 4-(4-Nitro-benzenesulfonyl)-piperazine-1-carboxylic acid tert-butyl ester (10.0 g, 27 mmol) was suspended in a 5:1 mixture of ethanol and water (80 ml). To this solution was added iron powder (3.9 g, 70.2 mmol) and saturated ammonium chloride solution (8 ml), the mixture was heated to 80° C. for three hours. After this time, the reaction mixture was cooled to room temperature and filtered through a pad of celite, the celite was washed with ethanol (10 ml) and ethyl acetate (50 ml) and the soluti... Starting materials: ClC=1C=CC2=C(C(NC3=NC=CC=C23)=O)C1 (8-Chloro-5H-benzo[c][1,8]naphthyridin-6-one), COC1=CC=C(C=C1)B(O)O (4-methoxyphenylboronic acid), C1(CCCCC1)P(C1=C(C=CC=C1)C1=C(C=CC=C1OC)OC)C1CCCCC1 (2-dicyclohexylphosphino-2′,6′-dimethoxybiphenyl), CC(C)([O-])C.[Na+] (sodium tert-butoxide). The reagents and catalysts are C(C)(=O)[O-].[Pd+2].C(C)(=O)[O-] (palladium(II) acetate). Solvent: O1CCOCC1.O (dioxane H2O), CO (MeOH). Reaction conditions: temperature 100 celsius, time 8 hour. Product: COC1=CC=C(C=C1)C=1C=C2C3=C(C(NC2=NC1)=O)C=CC=C3 (2-(4-Methoxy-phenyl)-5H-benzo[c][1,8]naphthyridin-6-one). The yield is 15.0%. RXN SMILES: Cl[C:2]1[CH:3]=[CH:4][C:5]2[C:14]3[C:9](=[N:10][CH:11]=[CH:12][CH:13]=3)[NH:8][C:7](=[O:15])[C:6]=2[CH:16]=1.[CH3:17][O:18][C:19]1[CH:24]=[CH:23][C:22](B(O)O)=[CH:21][CH:20]=1.C1(P(C2CCCCC2)C2C=CC=CC=2C2C(OC)=CC=CC=2OC)CCCCC1.CC(C)([O-])C.[Na+]>O1CCOCC1.O.CO.C([O-])(=O)C.[Pd+2].C([O-])(=O)C>[CH3:17][O:18][C:19]1[CH:24]=[CH:23][C:22]([C:12]2[CH:13]=[C:14]3[C:9](=[N:10][CH:11]=2)[NH:8][C:7](=[O:15])[C:6]2[CH:16]=[CH:2][CH:3]=[CH:4][C:5]3=2)=[CH:21][CH:20]=1 |f:3.4,5.6,8.9.10|. Procedure: 8-Chloro-5H-benzo[c][1,8]naphthyridin-6-one (50 mg, 0.22 mmol), 4-methoxyphenylboronic acid (66 mg, 0.43 mmol), palladium(II) acetate (2 mg, 0.01 mmol), 2-dicyclohexylphosphino-2′,6′-dimethoxybiphenyl (9 mg, 0.02 mmol), and sodium tert-butoxide (63 mg, 0.65 mmol) were dissolved in dioxane/H2O (2.2 mL, 10/1, v/v), and stirred overnight at 100° C. The reaction mixture was diluted with MeOH, filtered through a membrane plug, and purified via prep-LC-MS to provide 14 (10 mg, 15% yield) as a white so... The reactants are CC(C)OC(=O)/N=N/C(=O)OC(C)C (DIAD), NC1=C2C(=NC=N1)NN=C2C2=CC=C(C=C2)OC2=CC=CC=C2 (4-amino-3-(4-phenoxyphenyl)-1H-pyrazolo[3,4-d]pyrimidine), N1C[C@H](CC1)O ((S)-pyrrolidin-3-ol), C1=CC=C(C=C1)P(C2=CC=CC=C2)C3=CC=CC=C3 (Ph3P), Cl (HCl). Run in C1CCOC1 (THF). Reaction conditions: temperature 50 celsius, time 30 minute. Yields the product O(C1=CC=CC=C1)C1=CC=C(C=C1)C1=NN(C2=NC=NC(=C21)N)[C@H]2CNCC2 ((R)-3-(4-phenoxyphenyl)-1-(pyrrolidin-3-yl)-1H-pyrazolo[3,4-d]pyrimidin-4-amine). RXN SMILES: [NH2:1][C:2]1[N:7]=[CH:6][N:5]=[C:4]2[NH:8][N:9]=[C:10]([C:11]3[CH:16]=[CH:15][C:14]([O:17][C:18]4[CH:23]=[CH:22][CH:21]=[CH:20][CH:19]=4)=[CH:13][CH:12]=3)[C:3]=12.[NH:24]1[CH2:28][CH2:27][C@H:26](O)[CH2:25]1.C1C=CC(P(C2C=CC=CC=2)C2C=CC=CC=2)=CC=1.CC(OC(/N=N/C(OC(C)C)=O)=O)C.Cl>C1COCC1>[O:17]([C:14]1[CH:13]=[CH:12][C:11]([C:10]2[C:3]3[C:4](=[N:5][CH:6]=[N:7][C:2]=3[NH2:1])[N:8]([C@@H:26]3[CH2:27][CH2:28][NH:24][CH2:25]3)[N:9]=2)=[CH:16][CH:15]=1)[C:18]1[CH:23]=[CH:22][CH:21]=[CH:20][CH:19]=1. Procedure details: To a mixture of 4-amino-3-(4-phenoxyphenyl)-1H-pyrazolo[3,4-d]pyrimidine (45.50 g, 150 mmol, 1.0 eq), (S)-pyrrolidin-3-ol (bought from CNH, 51.95 g, 277.5 mmol, 1.85 eq) and Ph3P (72.79 g, 277.5 mmol, 1.85 eq) in THF (400 mL) at rt was added DIAD (57.6 mL, 292.5 mmol, 1.95 eq) dropwise over 1.5 h. The mixture was stirred another 30 min and concentrated HCl solution (100 mL) was added dropwise over 30 min. The mixture was stirred overnight at rt. The mixture was then heated to 50° C. for 1 h to p...